This data is from the Open Reaction Database (ORD), a public repository of structured organic reaction records. The task is: describe an organic reaction: reactants, conditions, products, and yield Reactants: C(C1=CC=CC=C1)(=O)C=1C(N(C2=NC=CC=C2C1O)C1=CC=CC=C1)=O (3-benzoyl-4-hydroxy-1-phenyl[1,8]naphthyridin-2-(1H)-one), O.NN (hydrazine monohydrate). Run in C(C)(=O)O (acetic acid). Product: C1(=CC=CC=C1)C1=NNC2=C1C(N(C=1N=CC=CC21)C2=CC=CC=C2)=O (3,5-Diphenyl-1H-pyrazolo[4,3-c][1,8]naphthyridin-4(5H)-one). The yield is 52.0%. RXN SMILES: [C:1]([C:9]1[C:10](=[O:26])[N:11]([C:20]2[CH:25]=[CH:24][CH:23]=[CH:22][CH:21]=2)[C:12]2[C:17]([C:18]=1O)=[CH:16][CH:15]=[CH:14][N:13]=2)(=O)[C:2]1[CH:7]=[CH:6][CH:5]=[CH:4][CH:3]=1.O.[NH2:28][NH2:29]>C(O)(=O)C>[C:2]1([C:1]2[C:9]3[C:10](=[O:26])[N:11]([C:20]4[CH:25]=[CH:24][CH:23]=[CH:22][CH:21]=4)[C:12]4[N:13]=[CH:14][CH:15]=[CH:16][C:17]=4[C:18]=3[NH:29][N:28]=2)[CH:7]=[CH:6][CH:5]=[CH:4][CH:3]=1 |f:1.2|. Procedure: 850 mg (2.5 millimoles) of Compound 101 was suspended in 5 ml of glacial acetic acid, and 0.26 ml (5.5 millimoles) of hydrazine monohydrate was added to the suspension. The mixture was heated under reflux for 5 hours and the reaction mixture was cooled to room temperature. The precipitate was collected by filtration, and recrystallized from DMF-water to obtain 440 mg (yield 52.4%) of Compound 1. Starting materials: [Ca+2], O=C(Cl)OCCCCl, Nc1ccc(N)c([N+](=O)[O-])c1, O=C([O-])[O-], O. Product: Nc1ccc(NC(=O)OCCCCl)cc1[N+](=O)[O-]. Reaction SMILES: [Ca+2:12].[Cl:17][C:18](=[O:19])[O:20][CH2:21][CH2:22][CH2:23][Cl:24].[NH2:1][c:2]1[c:3]([N+:9](=[O:10])[O-:11])[cH:4][c:5]([NH2:8])[cH:6][cH:7]1.[O-:13][C:14](=[O:15])[O-:16].[OH2:25]>>[NH2:1][c:2]1[c:3]([N+:9](=[O:10])[O-:11])[cH:4][c:5]([NH:8][C:18](=[O:19])[O:20][CH2:21][CH2:22][CH2:23][Cl:24])[cH:6][cH:7]1. The reactants are CC(C)(C)OC(=O)c1ccc(Br)cc1NC(=O)c1cc(N2CCOCC2)ccc1OCc1ccccc1, COCCOC, CCOC(C)=O, [Na+], [Na+], O=C([O-])[O-], O, Cl[Pd]Cl, c1ccc(P(c2ccccc2)c2ccccc2)cc1, c1ccc(P(c2ccccc2)c2ccccc2)cc1, OB(O)c1cccs1. Yields the product CC(C)(C)OC(=O)c1ccc(-c2cccs2)cc1NC(=O)c1cc(N2CCOCC2)ccc1OCc1ccccc1. RXN SMILES: [CH2:21]([c:22]1[cH:23][cH:24][cH:25][cH:26][cH:27]1)[O:28][c:29]1[c:30]([C:31](=[O:32])[NH:33][c:34]2[c:35]([C:36](=[O:37])[O:38][C:39]([CH3:40])([CH3:41])[CH3:42])[cH:43][cH:44][c:45]([Br:47])[cH:46]2)[cH:48][c:49]([N:52]2[CH2:53][CH2:54][O:55][CH2:56][CH2:57]2)[cH:50][cH:51]1.[CH3:1][O:2][CH2:3][CH2:4][O:5][CH3:6].[CH3:99][CH2:100][O:101][C:102](=[O:103])[CH3:104].[Na+:15].[Na+:16].[O-:17][C:18](=[O:19])[O-:20].[OH2:105].[Pd:58]([Cl:59])[Cl:60].[c:61]1([P:62]([c:63]2[cH:64][cH:65][cH:66][cH:67][cH:68]2)[c:69]2[cH:70][cH:71][cH:72][cH:73][cH:74]2)[cH:75][cH:76][cH:77][cH:78][cH:79]1.[c:80]1([P:81]([c:82]2[cH:83][cH:84][cH:85][cH:86][cH:87]2)[c:88]2[cH:89][cH:90][cH:91][cH:92][cH:93]2)[cH:94][cH:95][cH:96][cH:97][cH:98]1.[s:7]1[c:8]([B:12]([OH:13])[OH:14])[cH:9][cH:10][cH:11]1>>[s:7]1[c:8](-[c:45]2[cH:44][cH:43][c:35]([C:36](=[O:37])[O:38][C:39]([CH3:40])([CH3:41])[CH3:42])[c:34]([NH:33][C:31]([c:30]3[c:29]([O:28][CH2:21][c:22]4[cH:23][cH:24][cH:25][cH:26][cH:27]4)[cH:51][cH:50][c:49]([N:52]4[CH2:53][CH2:54][O:55][CH2:56][CH2:57]4)[cH:48]3)=[O:32])[cH:46]2)[cH:9][cH:10][cH:11]1. The reactants are aldehydes, CC(=O)C (acetone), carboxylic acids, ClCCCS(=O)(=O)OCC(C(C=O)OCC1=CC=C(C=C1)OC)(C)C ((3R/S)-3-[(4-Methoxyphenyl)methoxy]-2,2-dimethyl-4-oxobutyl (3-chloropropyl)sulfonate). The product is ClCCCS(=O)(=O)OCC(C(C(=O)O)OCC1=CC=C(C=C1)OC)(C)C ((2R/S)-4-[(3-Chloropropyl)sulfonyloxy]-2-[(4-methoxyphenyl)methoxy]-3,3-dimethylbutanoic Acid). Procedure details: Following the general procedure of the oxidation of aldehydes to carboxylic acids of Description 13, (3R/S)-3-[(4-methoxyphenyl)methoxy]-2,2-dimethyl-4-oxobutyl (3-chloropropyl)sulfonate (14b) (3.1 g, 7.9 mmol) dissolved in 40 mL of acetone was reacted with 3.9 mL of Jones-reagent (2.0 M in water). After work-up, 2.8 g (87% yield) of the title compound (14) was obtained as a colorless oil. The analytical data was consistent with the proposed structure and with the data obtained for the enantiopu... Yield: 87.0%. As a reaction SMILES: [Cl:1][CH2:2][CH2:3][CH2:4][S:5]([O:8][CH2:9][C:10]([CH3:25])([CH3:24])[CH:11]([O:14][CH2:15][C:16]1[CH:21]=[CH:20][C:19]([O:22][CH3:23])=[CH:18][CH:17]=1)[CH:12]=[O:13])(=[O:7])=[O:6].CC(C)=[O:28]>>[Cl:1][CH2:2][CH2:3][CH2:4][S:5]([O:8][CH2:9][C:10]([CH3:25])([CH3:24])[CH:11]([O:14][CH2:15][C:16]1[CH:21]=[CH:20][C:19]([O:22][CH3:23])=[CH:18][CH:17]=1)[C:12]([OH:28])=[O:13])(=[O:7])=[O:6]. The reactants are ClC=1C=CC(=C(C1)C(CCC(=O)O)=O)O (4-(5-chloro-2-hydroxy-phenyl)-4-oxo-butyric acid), Cl (hydrogen chloride), C(C)O (ethanol). The product is C(C)OC(CCC(=O)C1=C(C=CC(=C1)Cl)O)=O (4-(5-Chloro-2-hydroxy-phenyl)-4-oxo-butyric acid ethyl ester). RXN SMILES: [Cl:1][C:2]1[CH:3]=[CH:4][C:5]([OH:15])=[C:6]([C:8](=[O:14])[CH2:9][CH2:10][C:11]([OH:13])=[O:12])[CH:7]=1.Cl.[CH2:17](O)[CH3:18]>>[CH2:17]([O:12][C:11](=[O:13])[CH2:10][CH2:9][C:8]([C:6]1[CH:7]=[C:2]([Cl:1])[CH:3]=[CH:4][C:5]=1[OH:15])=[O:14])[CH3:18]. Reported procedure: A solution of 4-(5-chloro-2-hydroxy-phenyl)-4-oxo-butyric acid (0.25 g, 1.09 mmol) in ethanol (10 mL) saturated with hydrogen chloride (g) was stirred at ambient temperature for 12 hours. The reaction was concentrated in vacuo, dissolved in diethyl ether and washed with saturated aqueous sodium bicarbonate. The organic layer was dried over magnesium sulfate, filtered and concentrated in vacuo to give the title compound (0.259 g). Starting materials: CN.C(C)O (methylamine ethanol), C(C)OC(C=C[C@H]1N(C[C@@H](C1)O[Si](C)(C)C(C)(C)C)C(=O)OCC1=CC=C(C=C1)[N+](=O)[O-])=O (3-[(2S,4R)-4-tert-butyldimethylsiloxy-N-(p-nitrobenzyloxycarbonyl)pyrrolidin-2-yl]acrylic acid ethyl ester). Conditions: time 2 day. Yields the product C(C)OC(CC([C@H]1N(C[C@@H](C1)O[Si](C)(C)C(C)(C)C)C(=O)OCC1=CC=C(C=C1)[N+](=O)[O-])NC)=O (3-methylamino-3-[(2S,4R)-4-tert-butyldimethylsiloxy-N-(p-nitrobenzyloxycarbonyl)pyrrolidin-2-yl]propionic acid ethyl ester). The yield is 53.3%. RXN SMILES: [CH3:1][NH2:2].C(O)C.[CH2:6]([O:8][C:9](=[O:38])[CH:10]=[CH:11][C@@H:12]1[CH2:16][C@@H:15]([O:17][Si:18]([C:21]([CH3:24])([CH3:23])[CH3:22])([CH3:20])[CH3:19])[CH2:14][N:13]1[C:25]([O:27][CH2:28][C:29]1[CH:34]=[CH:33][C:32]([N+:35]([O-:37])=[O:36])=[CH:31][CH:30]=1)=[O:26])[CH3:7]>>[CH2:6]([O:8][C:9](=[O:38])[CH2:10][CH:11]([NH:2][CH3:1])[C@@H:12]1[CH2:16][C@@H:15]([O:17][Si:18]([C:21]([CH3:24])([CH3:23])[CH3:22])([CH3:20])[CH3:19])[CH2:14][N:13]1[C:25]([O:27][CH2:28][C:29]1[CH:30]=[CH:31][C:32]([N+:35]([O-:37])=[O:36])=[CH:33][CH:34]=1)=[O:26])[CH3:7] |f:0.1|. Reported procedure: A 5.3M methylamine-ethanol solution (5 ml, 26.6 mmol) was added to 3-[(2S,4R)-4-tert-butyldimethylsiloxy-N-(p-nitrobenzyloxycarbonyl)pyrrolidin-2-yl]acrylic acid ethyl ester (2.94 g, 6.15 mmol, compound of Reference Example 1-6 of Japanese Patent Application No. 342,948/1989) at room temperature, and the mixture was left to stand at the same temperature for 2 days. The reaction mixture was concentrated under reduced pressure, and the residue was subjected to silica gel column chromatography (Wak... The reactants are ClC1=NC=NC2=CC(=CC=C12)C(F)(F)F (4-chloro-7-trifluoromethylquinazoline), NC1=CC=CC=C1 (aniline). Solvent: C(C)O (ethanol). Yields the product N(C1=CC=CC=C1)C1=NC=NC2=CC(=CC=C12)C(F)(F)F (4-Anilino-7-trifluoromethylquinazoline). Yield: 54.7%. As a reaction SMILES: Cl[C:2]1[C:11]2[C:6](=[CH:7][C:8]([C:12]([F:15])([F:14])[F:13])=[CH:9][CH:10]=2)[N:5]=[CH:4][N:3]=1.[NH2:16][C:17]1[CH:22]=[CH:21][CH:20]=[CH:19][CH:18]=1>C(O)C>[NH:16]([C:2]1[C:11]2[C:6](=[CH:7][C:8]([C:12]([F:15])([F:14])[F:13])=[CH:9][CH:10]=2)[N:5]=[CH:4][N:3]=1)[C:17]1[CH:22]=[CH:21][CH:20]=[CH:19][CH:18]=1. Procedure details: 2.5 g of 4-chloro-7-trifluoromethylquinazoline were dissolved in 10 ml of ethanol, and 1.0 g of aniline was added to the solution. Reaction occurred violently and the reaction mixture solidified immediately. After cooling, the solidified product was collected and washed with ethanol. The resulting crystals were pulverized and added to a dilute aqueous solution of sodium hydroxide. Insolubles were filtered off and recrystallized from ethanol to give 1.7 g (yield 60%) of the desired Compound No. 1... The reactants are C1CCOC1, CCOC(C)=O, Cl, [NH4+], [OH-], COC(=O)c1cccc2c1c1c(O)cccc1n2Cc1cccc2ccccc12. Product: NC(=O)c1cccc2c1c1c(O)cccc1n2Cc1cccc2ccccc12. RXN SMILES: [CH2:33]1[O:34][CH2:35][CH2:36][CH2:37]1.[CH3:38][CH2:39][O:40][C:41](=[O:42])[CH3:43].[ClH:30].[NH4+:31].[OH-:32].[c:1]1([CH2:11][n:12]2[c:13]3[cH:14][cH:15][cH:16][c:17]([C:26]([O:28][CH3:27])=[O:29])[c:18]3[c:19]3[c:20]([OH:25])[cH:21][cH:22][cH:23][c:24]23)[cH:2][cH:3][cH:4][c:5]2[cH:6][cH:7][cH:8][cH:9][c:10]12>>[c:1]1([CH2:11][n:12]2[c:13]3[cH:14][cH:15][cH:16][c:17]([C:26](=[O:28])[NH2:31])[c:18]3[c:19]3[c:20]([OH:25])[cH:21][cH:22][cH:23][c:24]23)[cH:2][cH:3][cH:4][c:5]2[cH:6][cH:7][cH:8][cH:9][c:10]12. Reactants: CC1=C(C(=O)OC)C=CC=C1 (methyl 2-methylbenzoate), BrBr (bromine), C([O-])([O-])=O.[K+].[K+] (potassium carbonate), C1(=CC=CC=C1)C (toluene). Solvent: O (water), CO (methanol). Product: BrC=1C=CC(=C(C(=O)OC)C1)C (methyl 5-bromo-2-methylbenzoate). The yield is 17.2%. As a reaction SMILES: [CH3:1][C:2]1[CH:11]=[CH:10][CH:9]=[CH:8][C:3]=1[C:4]([O:6][CH3:7])=[O:5].[Br:12]Br.C(=O)([O-])[O-].[K+].[K+].C1(C)C=CC=CC=1>O.CO>[Br:12][C:9]1[CH:10]=[CH:11][C:2]([CH3:1])=[C:3]([CH:8]=1)[C:4]([O:6][CH3:7])=[O:5] |f:2.3.4|. Procedure: To 50 g of Na-X type zeolite dry powder (Zeolum type F-9; 100 meshes or finer, produced by Tosoh Corporation) was added dropwise 7.51 g (50.0 mmol) of methyl 2-methylbenzoate with stirring. Further, 3.9 ml (75 mmol) of bromine was added dropwise thereto at 45˜50° C., and the mixture was stirred at 80° C. for 1 hour. To the reaction mixture was added a solution of potassium carbonate (5.5 g) in water (50 ml) and methanol (250 ml). The mixture was stirred at room temperature for 10 minutes and fil... Starting materials: C1(CC1)C1=CC=C(C=N1)NC1=CC=C(C(=N1)F)C(O)C1=CN(C=2N=CN=C(C21)OC)[Si](C(C)C)(C(C)C)C(C)C ([6-(6-cyclopropyl-pyridin-3-ylamino)-2-fluoro-pyridin-3-yl]-(4-methoxy-7-triisopropylsilanyl-7H-pyrrolo[2,3-d]pyrimidin-5-yl)-methanol), C(C)[SiH](CC)CC (triethylsilane), FC(C(=O)O)(F)F (trifluoroacetic acid), C([O-])([O-])=O.[K+].[K+] (potassium carbonate). Run in ClCCCl (1,2-dichloroethane). Reaction conditions: temperature 80 celsius, time 4 hour. Product: C1(CC1)C1=CC=C(C=N1)NC1=NC(=C(C=C1)CC1=CNC=2N=CN=C(C21)OC)F ((6-cyclopropyl-pyridin-3-yl)-[6-fluoro-5-(4-methoxy-7H-pyrrolo[2,3-d]pyrimidin-5-ylmethyl)-pyridin-2-yl]-amine). Isolated yield 25.2%. Reaction SMILES: [CH:1]1([C:4]2[N:9]=[CH:8][C:7]([NH:10][C:11]3[N:16]=[C:15]([F:17])[C:14]([CH:18]([C:20]4[C:28]5[C:27]([O:29][CH3:30])=[N:26][CH:25]=[N:24][C:23]=5[N:22]([Si](C(C)C)(C(C)C)C(C)C)[CH:21]=4)O)=[CH:13][CH:12]=3)=[CH:6][CH:5]=2)[CH2:3][CH2:2]1.C([SiH](CC)CC)C.FC(F)(F)C(O)=O.C(=O)([O-])[O-].[K+].[K+]>ClCCCl>[CH:1]1([C:4]2[N:9]=[CH:8][C:7]([NH:10][C:11]3[CH:12]=[CH:13][C:14]([CH2:18][C:20]4[C:28]5[C:27]([O:29][CH3:30])=[N:26][CH:25]=[N:24][C:23]=5[NH:22][CH:21]=4)=[C:15]([F:17])[N:16]=3)=[CH:6][CH:5]=2)[CH2:2][CH2:3]1 |f:3.4.5|. Reported procedure: To [6-(6-cyclopropyl-pyridin-3-ylamino)-2-fluoro-pyridin-3-yl]-(4-methoxy-7-triisopropylsilanyl-7H-pyrrolo[2,3-d]pyrimidin-5-yl)-methanol (73, 70 mg, 0.12 mmol) in 10.0 mL of 1,2-dichloroethane, triethylsilane (1.00 mL, 6.26 mmol) and trifluoroacetic acid (0.60 mL, 7.8 mmol) are added and the reaction stirred at 80° C. for 4 hours. The reaction is poured into aqueous potassium carbonate and extracted with ethyl acetate. The organic layer is dried over sodium sulfate, filtered and the filtrate co...